Dataset: the Open Reaction Database (ORD), a public repository of structured organic reaction records. Task: describe an organic reaction: reactants, conditions, products, and yield Starting materials: CCc1ccc(C=O)cc1, CCOC(=O)CP(=O)(OCC)OCC, [H-], [Na+], C1CCOC1, O. The product is CCOC(=O)C=Cc1ccc(CC)cc1. Reaction SMILES: [CH2:17]([CH3:18])[c:19]1[cH:20][cH:21][c:22]([CH:23]=[O:24])[cH:25][cH:26]1.[CH3:1][CH2:2][O:3][C:4](=[O:5])[CH2:6][P:7]([O:8][CH2:9][CH3:10])([O:11][CH2:12][CH3:13])=[O:14].[H-:15].[Na+:16].[O:28]1[CH2:29][CH2:30][CH2:31][CH2:32]1.[OH2:27]>>[CH3:1][CH2:2][O:3][C:4](=[O:5])[CH:6]=[CH:23][c:22]1[cH:21][cH:20][c:19]([CH2:17][CH3:18])[cH:26][cH:25]1. Reactants: O=C(Cl)c1ccc(Cc2ccccc2)cc1, ClCCl, [H-], CCNC(=O)c1sc(N)nc1C, [Na+]. Yields the product CCNC(=O)c1sc(NC(=O)c2ccc(Cc3ccccc3)cc2)nc1C. RXN SMILES: [CH2:15]([c:16]1[cH:17][cH:18][cH:19][cH:20][cH:21]1)[c:22]1[cH:23][cH:24][c:25]([C:26](=[O:27])[Cl:28])[cH:29][cH:30]1.[Cl:31][CH2:32][Cl:33].[H-:13].[NH2:1][c:2]1[s:3][c:4]([C:8](=[O:9])[NH:10][CH2:11][CH3:12])[c:5]([CH3:7])[n:6]1.[Na+:14]>>[NH:1]([c:2]1[s:3][c:4]([C:8](=[O:9])[NH:10][CH2:11][CH3:12])[c:5]([CH3:7])[n:6]1)[C:26]([c:25]1[cH:24][cH:23][c:22]([CH2:15][c:16]2[cH:17][cH:18][cH:19][cH:20][cH:21]2)[cH:30][cH:29]1)=[O:27]. The reactants are Cl (HCl), O1CCOC12CCC(CC2)NC2=NC=CC(=N2)N2N=CC1=CC=CC=C21 ((1,4-dioxaspiro[4.5]dec-8-yl)-(4-indazol-1-yl-pyrimidin-2-yl)-amine), [OH-].[Na+] (NaOH). Run in C1CCOC1 (THF). Conditions: temperature 80 celsius. Yields the product N1(N=CC2=CC=CC=C12)C1=NC(=NC=C1)NC1CCC(CC1)=O (4-(4-indazol-1-ylpyrimidin-2-ylamino)-cyclohexanone). Isolated yield 102.2%. As a reaction SMILES: Cl.O1[C:6]2([CH2:11][CH2:10][CH:9]([NH:12][C:13]3[N:18]=[C:17]([N:19]4[C:27]5[C:22](=[CH:23][CH:24]=[CH:25][CH:26]=5)[CH:21]=[N:20]4)[CH:16]=[CH:15][N:14]=3)[CH2:8][CH2:7]2)[O:5]CC1.[OH-].[Na+]>C1COCC1>[N:19]1([C:17]2[CH:16]=[CH:15][N:14]=[C:13]([NH:12][CH:9]3[CH2:8][CH2:7][C:6](=[O:5])[CH2:11][CH2:10]3)[N:18]=2)[C:27]2[C:22](=[CH:23][CH:24]=[CH:25][CH:26]=2)[CH:21]=[N:20]1 |f:2.3|. Reported procedure: Aqueous HCl (3 M, 40 mL) was added to (1,4-dioxaspiro[4.5]dec-8-yl)-(4-indazol-1-yl-pyrimidin-2-yl)-amine (1.89 g, 5 mmol) in THF (40 mL), and the resulting mixture heated to 80° C. for 1 h. The reaction mixture was cooled and poured onto a mixture of ice and aqueous NaOH (1 M, 120 mL), and the resulting suspension filtered. The collected solids were washed with water, taken up in DCM/MeOH, and a portion of the solvent evaporated under reduced pressure. The resulting suspension was filtered, the... The reactants are CC(=O)Cl, N#Cc1nn(-c2c(Cl)cc(C(F)(F)F)cc2Cl)c(N)c1I, c1ccncc1. The product is CC(=O)Nc1c(I)c(C#N)nn1-c1c(Cl)cc(C(F)(F)F)cc1Cl. Reaction SMILES: [CH3:22][C:23]([Cl:24])=[O:25].[NH2:1][c:2]1[c:3]([I:21])[c:4]([C:19]#[N:20])[n:5][n:6]1-[c:7]1[c:8]([Cl:18])[cH:9][c:10]([C:14]([F:15])([F:16])[F:17])[cH:11][c:12]1[Cl:13].[cH:26]1[cH:27][cH:28][n:29][cH:30][cH:31]1>>[NH:1]([c:2]1[c:3]([I:21])[c:4]([C:19]#[N:20])[n:5][n:6]1-[c:7]1[c:8]([Cl:18])[cH:9][c:10]([C:14]([F:15])([F:16])[F:17])[cH:11][c:12]1[Cl:13])[C:23]([CH3:22])=[O:25].